From a dataset of the Open Reaction Database (ORD), a public repository of structured organic reaction records. describe an organic reaction: reactants, conditions, products, and yield Reactants: C(C)OC(COC1=C(C=C(C=C1)C[C@@H](C(NCCCCC1=CC=CC=C1)=O)NC(C1=CC=CC=C1)=O)[N+](=O)[O-])=O ({4-[(2S)-2-benzoylamino-2-(4-phenyl-butylcarbamoyl)-ethyl]-2-nitro-phenoxy}-acetic acid ethyl ester), [OH-].[Na+] (NaOH). Run in O (water), CCOC(=O)C (EtOAc), Cl (HCl), CCO (EtOH). Run at time 1.5 hour. Product: C(C1=CC=CC=C1)(=O)N[C@@H](CC1=CC(=C(OCC(=O)O)C=C1)[N+](=O)[O-])C(NCCCCC1=CC=CC=C1)=O ({4-[(2S)-2-benzoylamino-2-(4-phenyl-butylcarbamoyl)-ethyl]-2-nitro-phenoxy}-acetic acid). Reaction SMILES: C([O:3][C:4](=[O:40])[CH2:5][O:6][C:7]1[CH:12]=[CH:11][C:10]([CH2:13][C@H:14]([NH:28][C:29](=[O:36])[C:30]2[CH:35]=[CH:34][CH:33]=[CH:32][CH:31]=2)[C:15](=[O:27])[NH:16][CH2:17][CH2:18][CH2:19][CH2:20][C:21]2[CH:26]=[CH:25][CH:24]=[CH:23][CH:22]=2)=[CH:9][C:8]=1[N+:37]([O-:39])=[O:38])C.[OH-].[Na+]>CCO.O.CCOC(C)=O.Cl>[C:29]([NH:28][C@H:14]([C:15](=[O:27])[NH:16][CH2:17][CH2:18][CH2:19][CH2:20][C:21]1[CH:26]=[CH:25][CH:24]=[CH:23][CH:22]=1)[CH2:13][C:10]1[CH:11]=[CH:12][C:7]([O:6][CH2:5][C:4]([OH:40])=[O:3])=[C:8]([N+:37]([O-:39])=[O:38])[CH:9]=1)(=[O:36])[C:30]1[CH:31]=[CH:32][CH:33]=[CH:34][CH:35]=1 |f:1.2|. Procedure: A mixture of {4-[(2S)-2-benzoylamino-2-(4-phenyl-butylcarbamoyl)-ethyl]-2-nitro-phenoxy}-acetic acid ethyl ester of Step E (0.124 g, 0.226 mmol) in EtOH (2 mL) is treated with 0.5 mL of 2 N NaOH. After 1.5 h, the reaction is diluted with water, EtOAc, and 10% HCl. The layers are separated and the organic layer washed with water, and brine. The organic layer is dried (MgSO4) and concentrated under reduced pressure to provide {4-[(2S)-2-benzoylamino-2-(4-phenyl-butylcarbamoyl)-ethyl]-2-nitro-pheno... Starting materials: C(C1=CC=CC=C1)N1C[C@H]2[C@@H](C1)[C@@H](CC2)N ((3aS,4R,6aR)-2-benzyloctahydrocyclopenta[c]pyrrol-4-amine), C1(=CC=CC=C1)[C@@H](C(=O)O)CC ((S)-2-phenylbutanoic acid). Yields the product C(C1=CC=CC=C1)N1C[C@@H]2[C@H](C1)[C@H](CC2)NC([C@H](CC)C2=CC=CC=C2)=O ((2R)—N-[(3aR,4S,6aS)-2-benzyloctahydrocyclopenta[c]pyrrol-4-yl]-2-phenylbutanamide). RXN SMILES: [CH2:1]([N:8]1[CH2:12][C@H:11]2[C@H:13]([NH2:16])[CH2:14][CH2:15][C@H:10]2[CH2:9]1)[C:2]1[CH:7]=[CH:6][CH:5]=[CH:4][CH:3]=1.[C:17]1([C@H:23]([CH2:27][CH3:28])[C:24](O)=[O:25])[CH:22]=[CH:21][CH:20]=[CH:19][CH:18]=1>>[CH2:1]([N:8]1[CH2:12][C@@H:11]2[C@@H:13]([NH:16][C:24](=[O:25])[C@@H:23]([C:17]3[CH:22]=[CH:21][CH:20]=[CH:19][CH:18]=3)[CH2:27][CH3:28])[CH2:14][CH2:15][C@@H:10]2[CH2:9]1)[C:2]1[CH:3]=[CH:4][CH:5]=[CH:6][CH:7]=1. Reported procedure: The title compound was prepared by substituting (3aR,4S,6aS)-2-benzyloctahydrocyclopenta[c]pyrrol-4-amine from Step A of Example 33 for (3aS,4R,6aR)-2-benzyloctahydrocyclopenta[c]pyrrol-4-amine and substituting (R)-2-phenylbutanoic acid for (S)-2-phenylbutanoic acid in Step F of the procedure used to prepare Example 16: 1H NMR (500 MHz, CDCl3) δ ppm 7.38-7.21 (m, 10H), 5.29 (d, J=6.9, 1H), 4.04-3.90 (m, 1H), 3.65 (d, J=12.9, 1H), 3.52 (d, J=12.9, 1H), 3.15 (t, J=7.6, 1H), 2.68 (t, J=8.6, 1H), 2.... Starting materials: CC(C)C=1N=C(NC1C1=CC=C(C=C1)SC)C(O)(C(F)(F)F)C(F)(F)F (4-(1-methylethyl)-5-(4-methylthiophenyl)-α,α-bis(trifluoromethyl)-1H-imidazole-2-methanol), OOS(=O)[O-].[K+] (Oxone), S(=O)(=O)(O)OOS(=O)(=O)[O-].[K+] (potassium hydrogen persulfate), CO (methanol). Procedure details: A mixture of 4.0 g (0.01 mole) of 4-(1-methylethyl)-5-(4-methylthiophenyl)-α,α-bis(trifluoromethyl)-1H-imidazole-2-methanol, 16.06 g (0.026 mole) of Oxone® (potassium hydrogen persulfate) and 115 ml of methanol was stirred at room temperature overnight. The inorganic solid was filtered off, and the filtrate was evaporated. The residue was partitioned between ethyl acetate and water. The layers were separated and the organic layer was washed with water, brine, dried over anhydrous magnesium sulfa... As a reaction SMILES: [CH3:1][CH:2]([C:4]1[N:5]=[C:6]([C:17]([C:23]([F:26])([F:25])[F:24])([C:19]([F:22])([F:21])[F:20])[OH:18])[NH:7][C:8]=1[C:9]1[CH:14]=[CH:13][C:12](SC)=[CH:11][CH:10]=1)[CH3:3].O[O:28][S:29]([O-:31])=O.[K+].S(OOS([O-])(=O)=O)(O)(=O)=O.[K+].[CH3:44]O>>[CH3:1][CH:2]([C:4]1[N:5]=[C:6]([C:17]([C:23]([F:26])([F:24])[F:25])([C:19]([F:20])([F:21])[F:22])[OH:18])[NH:7][C:8]=1[C:9]1[CH:10]=[CH:11][C:12]([S:29]([CH3:44])(=[O:31])=[O:28])=[CH:13][CH:14]=1)[CH3:3] |f:1.2,3.4|. The product is CC(C)C=1N=C(NC1C1=CC=C(C=C1)S(=O)(=O)C)C(O)(C(F)(F)F)C(F)(F)F (4-(1-Methylethyl)-5-(4-methylsulfonylphenyl)-α,αbis(trifluoromethyl)-1H-imidazole-2-methanol). Reaction conditions: time 8 hour. The reactants are N([C@H](CC(C)C)C(=O)N1[C@H](C(=O)N[C@@H](CCCNC(N)=N)C(=O)SCC2=CC=CC=C2)CCC1)C(=O)OC(C)(C)C (Boc-D-Leu-Pro-Arg-S-Bzl), Cl (HCl). Product: N[C@H](CC(C)C)C(=O)N1[C@H](C(=O)N[C@@H](CCCNC(N)=N)C(=O)SCC2=CC=CC=C2)CCC1.Cl.Cl (H-D-Leu-Pro-Arg-S-Bzl.2HCl). As a reaction SMILES: [NH:1](C(OC(C)(C)C)=O)[C@@H:2]([C:7]([N:9]1[CH2:34][CH2:33][CH2:32][C@H:10]1[C:11]([NH:13][C@H:14]([C:22]([S:24][CH2:25][C:26]1[CH:31]=[CH:30][CH:29]=[CH:28][CH:27]=1)=[O:23])[CH2:15][CH2:16][CH2:17][NH:18][C:19](=[NH:21])[NH2:20])=[O:12])=[O:8])[CH2:3][CH:4]([CH3:6])[CH3:5].[ClH:42]>>[NH2:1][C@@H:2]([C:7]([N:9]1[CH2:34][CH2:33][CH2:32][C@H:10]1[C:11]([NH:13][C@H:14]([C:22]([S:24][CH2:25][C:26]1[CH:31]=[CH:30][CH:29]=[CH:28][CH:27]=1)=[O:23])[CH2:15][CH2:16][CH2:17][NH:18][C:19](=[NH:20])[NH2:21])=[O:12])=[O:8])[CH2:3][CH:4]([CH3:5])[CH3:6].[ClH:42].[ClH:42] |f:2.3.4|. Procedure details: Boc-D-Leu-Pro-Arg-S-Bzl (0.845 g), prepared in Step E above, is mixed with HCl for approximately 30 minutes to remove the Boc protecting group. The product is precipitated with ether to give 0.713 g of pure H-D-Leu-Pro-Arg-S-Bzl.2HCl. The reactants are C1(=CC=CC=C1)N1N=C(C2=C1C1=C(SC2)C=CC=C1)C(=O)OCC (1,4-Dihydro-1-phenyl-[1]-benzothiopyrano[4,3-c]pyrazole-3-carboxylic acid, ethyl ester), [OH-].[Na+] (NaOH), Cl (HCl). Solvent: O1CCOCC1 (dioxane), ice water. Run at time 5 hour. The product is C1(=CC=CC=C1)N1N=C(C2=C1C1=C(SC2)C=CC=C1)C(=O)O (1,4-dihydro-1-phenyl-[1]-benzothiopyrano[4,3-c]pyrazole-3-carboxylic acid). Isolated yield 90.9%. Reaction SMILES: [C:1]1([N:7]2[C:11]3[C:12]4[CH:19]=[CH:18][CH:17]=[CH:16][C:13]=4[S:14][CH2:15][C:10]=3[C:9]([C:20]([O:22]CC)=[O:21])=[N:8]2)[CH:6]=[CH:5][CH:4]=[CH:3][CH:2]=1.[OH-].[Na+].Cl>O1CCOCC1>[C:1]1([N:7]2[C:11]3[C:12]4[CH:19]=[CH:18][CH:17]=[CH:16][C:13]=4[S:14][CH2:15][C:10]=3[C:9]([C:20]([OH:22])=[O:21])=[N:8]2)[CH:2]=[CH:3][CH:4]=[CH:5][CH:6]=1 |f:1.2|. Reported procedure: 1,4-Dihydro-1-phenyl-[1]-benzothiopyrano[4,3-c]pyrazole-3-carboxylic acid, ethyl ester (3.36 g) suspended in dioxane (60 ml) is treated with N/1 NaOH (30 ml) under stirring at room temperature for 5 hours. The reaction mixture is diluted with ice water and acidified to pH 3 with 37% HCl. The precipitate is filtered, washed with water and dried in vacuo at 50° C. to give 1,4-dihydro-1-phenyl-[1]-benzothiopyrano[4,3-c]pyrazole-3-carboxylic acid (2.8 g) which is reacted with oxalyl chloride (17 g) ... Reactants: [OH-].[Na+] (NaOH), Cl.Cl.N1[C@@H]2[C@H](CCC1)C=1C=CC(=CC1C2)N (cis-2,3,4,4a,9,9a-hexahydro-1H-indeno[2,1-b]pyridin-7-ylamine dihydrochloride), N(=O)[O-].[Na+] (Sodium nitrite). The solvent is S(O)(O)(=O)=O (sulfuric acid), S(O)(O)(=O)=O (sulfuric acid), O (water), O (water). Reaction conditions: temperature 120 celsius, time 15 minute. Product: N1[C@@H]2[C@H](CCC1)C=1C=CC(=CC1C2)O (cis-2,3,4,4a,9,9a-Hexahydro-1H-indeno[2,1-b]pyridin-7-ol). As a reaction SMILES: N([O-])=O.[Na+].Cl.Cl.[NH:7]1[CH2:12][CH2:11][CH2:10][C@@H:9]2[C:13]3[CH:14]=[CH:15][C:16](N)=[CH:17][C:18]=3[CH2:19][C@H:8]12.[OH-:21].[Na+]>O.S(=O)(=O)(O)O>[NH:7]1[CH2:12][CH2:11][CH2:10][C@@H:9]2[C:13]3[CH:14]=[CH:15][C:16]([OH:21])=[CH:17][C:18]=3[CH2:19][C@H:8]12 |f:0.1,2.3.4,5.6|. Reported procedure: Sodium nitrite (92 mg) dissolved in water (0.5 mL) is added dropwise to a solution of cis-2,3,4,4a,9,9a-hexahydro-1H-indeno[2,1-b]pyridin-7-ylamine dihydrochloride (0.30 g) in half-concentrated sulfuric acid (0.6 ml) chilled in an ice bath. The solution is stirred for 15 min in the cooling bath prior to the addition of half-concentrated sulfuric acid (5 ml). The resulting solution is heated to 120° C. and stirred at this temperature for 3 h. The mixture is cooled to room temperature, diluted wit...